From a dataset of the Open Reaction Database (ORD), a public repository of structured organic reaction records. describe an organic reaction: reactants, conditions, products, and yield Starting materials: [Li]C(C)(C)C, CC(C)(C)NS(=O)(=O)c1ccccc1, O=C1CCN(Cc2ccccc2)C1, CCCCC. Product: CC(C)(C)NS(=O)(=O)c1ccccc1C1(O)CCN(Cc2ccccc2)C1. RXN SMILES: [C:15]([Li:16])([CH3:17])([CH3:18])[CH3:19].[C:1]([CH3:2])([CH3:3])([CH3:4])[NH:5][S:6](=[O:7])(=[O:8])[c:9]1[cH:10][cH:11][cH:12][cH:13][cH:14]1.[CH2:20]([c:21]1[cH:22][cH:23][cH:24][cH:25][cH:26]1)[N:27]1[CH2:28][C:29](=[O:32])[CH2:30][CH2:31]1.[CH3:33][CH2:34][CH2:35][CH2:36][CH3:37]>>[C:1]([CH3:2])([CH3:3])([CH3:4])[NH:5][S:6](=[O:7])(=[O:8])[c:9]1[c:10]([C:29]2([OH:32])[CH2:28][N:27]([CH2:20][c:21]3[cH:22][cH:23][cH:24][cH:25][cH:26]3)[CH2:31][CH2:30]2)[cH:11][cH:12][cH:13][cH:14]1. Starting materials: N(=NC(=O)OCC)C(=O)OCC (diethyl azodicarboxylate), OC=1C=C(C=C(C1)C)OS(=O)(=O)C1=C(C=CC=C1)Cl (2-chlorobenzenesulfonic acid 3-hydroxy-5-methylphenyl ester), C(C)(C)(C)OC(=O)N1CC(CCC1)CO (N-(tert-butoxycarbonyl)-3-piperidinemethanol), C1(=CC=CC=C1)P(C1=CC=CC=C1)C1=CC=CC=C1 (triphenylphosphine). Run in O1CCCC1 (tetrahydrofuran), O (Water). Run at temperature 0 celsius, time 3 hour. The product is C(C)(C)(C)OC(=O)N1CC(CCC1)COC=1C=C(C=C(C1)C)OS(=O)(=O)C1=C(C=CC=C1)Cl (2-Chlorobenzenesulfonic acid 3-[[N-(tert-butoxycarbonyl)piperidin-3-yl]methoxy]-5-methylphenyl ester). Isolated yield 88.2%. Reaction SMILES: [OH:1][C:2]1[CH:3]=[C:4]([O:9][S:10]([C:13]2[CH:18]=[CH:17][CH:16]=[CH:15][C:14]=2[Cl:19])(=[O:12])=[O:11])[CH:5]=[C:6]([CH3:8])[CH:7]=1.[C:20]([O:24][C:25]([N:27]1[CH2:32][CH2:31][CH2:30][CH:29]([CH2:33]O)[CH2:28]1)=[O:26])([CH3:23])([CH3:22])[CH3:21].C1(P(C2C=CC=CC=2)C2C=CC=CC=2)C=CC=CC=1.N(C(OCC)=O)=NC(OCC)=O>O1CCCC1.O>[C:20]([O:24][C:25]([N:27]1[CH2:32][CH2:31][CH2:30][CH:29]([CH2:33][O:1][C:2]2[CH:3]=[C:4]([O:9][S:10]([C:13]3[CH:18]=[CH:17][CH:16]=[CH:15][C:14]=3[Cl:19])(=[O:12])=[O:11])[CH:5]=[C:6]([CH3:8])[CH:7]=2)[CH2:28]1)=[O:26])([CH3:23])([CH3:21])[CH3:22]. Reported procedure: A solution of 2-chlorobenzenesulfonic acid 3-hydroxy-5-methylphenyl ester (600 mg, 2.0 mmol), as prepared in step c of Example 3, N-(tert-butoxycarbonyl)-3-piperidinemethanol (430 mg, 2.0 mmol), as prepared in step a of Example 2, and triphenylphosphine (525 mg, 2.0 mmol) in tetrahydrofuran (15 mL) at 0° C. was treated with diethyl azodicarboxylate (349 mg, 2.0 mmol). The reaction mixture stirred at 0° C. for 2 h and at room temperature for 3 h. Water (50 mL) was added and the reaction mixture w...